Dataset: the Open Reaction Database (ORD), a public repository of structured organic reaction records. Task: describe an organic reaction: reactants, conditions, products, and yield Starting materials: CO, [Na+], [OH-], COC(=O)CCCCCCCCN1NNN=C1C(c1ccccc1)c1ccccc1. The product is O=C(O)CCCCCCCCN1NNN=C1C(c1ccccc1)c1ccccc1. As a reaction SMILES: [CH3:33][OH:34].[Na+:32].[OH-:31].[c:1]1([CH:7]([C:8]2=[N:9][NH:10][NH:11][N:12]2[CH2:13][CH2:14][CH2:15][CH2:16][CH2:17][CH2:18][CH2:19][CH2:20][C:21](=[O:22])[O:23][CH3:24])[c:25]2[cH:26][cH:27][cH:28][cH:29][cH:30]2)[cH:2][cH:3][cH:4][cH:5][cH:6]1>>[c:1]1([CH:7]([C:8]2=[N:9][NH:10][NH:11][N:12]2[CH2:13][CH2:14][CH2:15][CH2:16][CH2:17][CH2:18][CH2:19][CH2:20][C:21](=[O:22])[OH:23])[c:25]2[cH:26][cH:27][cH:28][cH:29][cH:30]2)[cH:2][cH:3][cH:4][cH:5][cH:6]1. Reactants: [OH-].[NH4+] (ammonium hydroxide), [O-][N+]1=CC2=C(C3=CC=CC=C13)N1C(=N2)CN(CC1)C(=O)OC(C)(C)C (tert-butyl 5-oxido-10,11-dihydropyrazino[1′,2′:1,2]imidazo[4,5-c]quinoline-9(8H)-carboxylate), C1(=CC=C(C=C1)S(=O)(=O)Cl)C (p-Toluenesulfonyl chloride). The solvent is ClCCl (dichloromethane). The product is NC1=NC2=CC=CC=C2C2=C1N=C1N2CCN(C1)C(=O)OC(C)(C)C (tert-butyl 6-amino-10,11-dihydropyrazino[1′,2′:1,2]imidazo[4,5-c]quinoline-9(8H)-carboxylate). Reaction SMILES: [OH-].[NH4+:2].[O-][N+:4]1[C:13]2[C:8](=[CH:9][CH:10]=[CH:11][CH:12]=2)[C:7]2[N:14]3[CH2:20][CH2:19][N:18]([C:21]([O:23][C:24]([CH3:27])([CH3:26])[CH3:25])=[O:22])[CH2:17][C:15]3=[N:16][C:6]=2[CH:5]=1.C1(C)C=CC(S(Cl)(=O)=O)=CC=1>ClCCl>[NH2:2][C:5]1[C:6]2[N:16]=[C:15]3[CH2:17][N:18]([C:21]([O:23][C:24]([CH3:27])([CH3:26])[CH3:25])=[O:22])[CH2:19][CH2:20][N:14]3[C:7]=2[C:8]2[C:13](=[CH:12][CH:11]=[CH:10][CH:9]=2)[N:4]=1 |f:0.1|. Reported procedure: Concentrated ammonium hydroxide (160 mL) was added with vigorous stirring to a solution of tert-butyl 5-oxido-10,11-dihydropyrazino[1′,2′:1,2]imidazo[4,5-c]quinoline-9(8H)-carboxylate (28.49 g, 83.7 mmol) in dichloromethane (300 mL). p-Toluenesulfonyl chloride (15.96 g, 83.7 mmol) was added in small portions over a period of five minutes, after which an analysis by HPLC indicated that the reaction was complete. The aqueous layer was then extracted with dichloromethane (3×150 mL), and the combine...